This data is from the Open Reaction Database (ORD), a public repository of structured organic reaction records. The task is: describe an organic reaction: reactants, conditions, products, and yield Starting materials: CCN(CC)Cc1cccc(N)c1, O=Cc1cnn2ccc(Cl)nc12, ClCCl, C1COCCO1. The product is CCN(CC)Cc1cccc(Nc2ccn3ncc(C=O)c3n2)c1. As a reaction SMILES: [CH2:13]([CH3:14])[N:15]([CH2:16][CH3:17])[CH2:18][c:19]1[cH:20][c:21]([NH2:22])[cH:23][cH:24][cH:25]1.[Cl:1][c:2]1[n:3][c:4]2[n:5]([cH:6][cH:7]1)[n:8][cH:9][c:10]2[CH:11]=[O:12].[Cl:26][CH2:27][Cl:28].[O:29]1[CH2:30][CH2:31][O:32][CH2:33][CH2:34]1>>[c:2]1([NH:22][c:21]2[cH:20][c:19]([CH2:18][N:15]([CH2:13][CH3:14])[CH2:16][CH3:17])[cH:25][cH:24][cH:23]2)[n:3][c:4]2[n:5]([cH:6][cH:7]1)[n:8][cH:9][c:10]2[CH:11]=[O:12]. Starting materials: C(C)OC(=O)CCN(C1(CCOCC1)C(=O)O)S(=O)(=O)C1=CC=C(C=C1)OC1=CC=C(C=C1)F (4-{(2-Ethoxycarbonyl-ethyl)-[4-(4-fluoro-phenoxy)-benzenesulfonyl]-amino}-tetrah ydro-pyran-4-carboxylic acid), C(C(=O)Cl)(=O)Cl (oxalyl chloride), CN(C=O)C (dimethylformamide). The solvent is ClCCl (dichloromethane). Run at time 8 hour. The product is C(C)OC(CCN(S(=O)(=O)C1=CC=C(C=C1)OC1=CC=C(C=C1)F)C1(CCOCC1)C(=O)Cl)=O (3-{(4-Chlorocarbonyl-tetrahydro-pyran-4-yl)-[4-(4-fluoro-phenoxy)-benzenesulfonyl]-amino}-propionic acid ethyl ester). As a reaction SMILES: [CH2:1]([O:3][C:4]([CH2:6][CH2:7][N:8]([S:18]([C:21]1[CH:26]=[CH:25][C:24]([O:27][C:28]2[CH:33]=[CH:32][C:31]([F:34])=[CH:30][CH:29]=2)=[CH:23][CH:22]=1)(=[O:20])=[O:19])[C:9]1([C:15](O)=[O:16])[CH2:14][CH2:13][O:12][CH2:11][CH2:10]1)=[O:5])[CH3:2].C(Cl)(=O)C([Cl:38])=O.CN(C)C=O>ClCCl>[CH2:1]([O:3][C:4](=[O:5])[CH2:6][CH2:7][N:8]([C:9]1([C:15]([Cl:38])=[O:16])[CH2:14][CH2:13][O:12][CH2:11][CH2:10]1)[S:18]([C:21]1[CH:26]=[CH:25][C:24]([O:27][C:28]2[CH:33]=[CH:32][C:31]([F:34])=[CH:30][CH:29]=2)=[CH:23][CH:22]=1)(=[O:20])=[O:19])[CH3:2]. Procedure: A solution of (15.1 mmol) of the product from Step E in 73 mL of dichloromethane is treated with 1.4 mL (17 mmol, 1.1 equivalents) of oxalyl chloride and 0.02 mL (0.3 mmol, 0.02 equivalents) of dimethylformamide at ambient temperature, causing some bubbling, and is stirred overnight. The resulting solution of the title compound is used in the next step without isolation.